This data is from the Open Reaction Database (ORD), a public repository of structured organic reaction records. The task is: describe an organic reaction: reactants, conditions, products, and yield Reactants: [BH4-], CCOC(=O)C(C)Oc1c(C=O)cccc1OC, Cl, [Na+], C1CCOC1, O, O. Product: CCOC(=O)C(C)Oc1c(CO)cccc1OC. RXN SMILES: [BH4-:19].[CH:1](=[O:2])[c:3]1[c:4]([O:5][CH:6]([C:7](=[O:8])[O:9][CH2:10][CH3:11])[CH3:12])[c:13]([O:17][CH3:18])[cH:14][cH:15][cH:16]1.[ClH:21].[Na+:20].[O:23]1[CH2:24][CH2:25][CH2:26][CH2:27]1.[OH2:22].[OH2:28]>>[CH2:1]([OH:2])[c:3]1[c:4]([O:5][CH:6]([C:7](=[O:8])[O:9][CH2:10][CH3:11])[CH3:12])[c:13]([O:17][CH3:18])[cH:14][cH:15][cH:16]1. Starting materials: [Al+3], C=CCNC1(C#N)CCN2CCc3c(oc4ccccc34)C2C1, [H-], [H-], [H-], [H-], [Li+], C1CCOC1. Yields the product C=CCNC1(CN)CCN2CCc3c(oc4ccccc34)C2C1. As a reaction SMILES: [Al+3:25].[C:1](#[N:2])[C:3]1([NH:20][CH2:21][CH:22]=[CH2:23])[CH2:4][CH2:5][N:6]2[CH2:7][CH2:8][c:9]3[c:10]([o:13][c:14]4[c:15]3[cH:16][cH:17][cH:18][cH:19]4)[CH:11]2[CH2:12]1.[H-:24].[H-:27].[H-:28].[H-:29].[Li+:26].[O:30]1[CH2:31][CH2:32][CH2:33][CH2:34]1>>[CH2:1]([NH2:2])[C:3]1([NH:20][CH2:21][CH:22]=[CH2:23])[CH2:4][CH2:5][N:6]2[CH2:7][CH2:8][c:9]3[c:10]([o:13][c:14]4[c:15]3[cH:16][cH:17][cH:18][cH:19]4)[CH:11]2[CH2:12]1. Starting materials: C(C)OC(=O)N1CCC(CC1)=O (4-oxo-piperidine-1-carboxylic acid ethyl ester), C(C1=CC=CC=C1)N (benzylamine), C(C)OC(=O)N1CC2=C(CC1)N(C=C2C2=CC=C(C=C2)Cl)CC2=CC=CC=C2 (1-Benzyl-3-(4-chloro-phenyl)-1,4,6,7-tetrahydro-pyrrolo[3,2-c]pyridine-5-carboxylic acid ethyl ester), crude product, ClC1=CC=C(C=C1)C=C[N+](=O)[O-] (1-chloro-4-(2-nitro-vinyl)-benzene). The solvent is C1=CC=CC=C1 (benzene), C1(=CC=CC=C1)C (toluene). Conditions: time 12 hour. Product: C(C1=CC=CC=C1)N1C=C(C=2CN(CCC21)C)C2=CC=C(C=C2)Cl (1-Benzyl-3-(4-chloro-phenyl)-5-methyl-4,5,6,7-tetrahydro-1H-pyrrolo[3,2-c]pyridine). Reaction SMILES: C(O[C:4]([N:6]1[CH2:11][CH2:10][C:9]2[N:12]([CH2:22][C:23]3[CH:28]=[CH:27][CH:26]=[CH:25][CH:24]=3)[CH:13]=[C:14]([C:15]3[CH:20]=[CH:19][C:18]([Cl:21])=[CH:17][CH:16]=3)[C:8]=2[CH2:7]1)=O)C.C(OC(N1CCC(=O)CC1)=O)C.C(N)C1C=CC=CC=1.ClC1C=CC(C=C[N+]([O-])=O)=CC=1>C1C=CC=CC=1.C1(C)C=CC=CC=1>[CH2:22]([N:12]1[C:9]2[CH2:10][CH2:11][N:6]([CH3:4])[CH2:7][C:8]=2[C:14]([C:15]2[CH:16]=[CH:17][C:18]([Cl:21])=[CH:19][CH:20]=2)=[CH:13]1)[C:23]1[CH:24]=[CH:25][CH:26]=[CH:27][CH:28]=1. Reported procedure: 1-Benzyl-3-(4-chloro-phenyl)-1,4,6,7-tetrahydro-pyrrolo[3,2-c]pyridine-5-carboxylic acid ethyl ester. To a stirred solution of 3.0 g of 4-oxo-piperidine-1-carboxylic acid ethyl ester in benzene (35 mL) was added 1.91 mL of benzylamine. The mixture was heated at reflux for 24 h using a Dean-Stark apparatus. The solvent was removed to give a pale yellow oil. A portion of the crude product (0.50 g) was dissolved in toluene (4 mL) and 0.35 g of 1-chloro-4-(2-nitro-vinyl)-benzene was added, followed ... Yields the product COC1=C(C(=O)O)C=CC(=C1)OC (2,4-dimethoxybenzoic acid). Starting materials: Cl (hydrochloric acid), C(Cl)(Cl)Cl (chloroform), O (water), COC1=C(C(=O)OC)C=CC(=C1)OC (methyl 2,4-dimethoxybenzoate). As a reaction SMILES: [CH3:1][O:2][C:3]1[CH:12]=[C:11]([O:13][CH3:14])[CH:10]=[CH:9][C:4]=1[C:5]([O:7]C)=[O:6].C(Cl)(Cl)Cl.O.Cl>C(O)C.[OH-].[Na+]>[CH3:1][O:2][C:3]1[CH:12]=[C:11]([O:13][CH3:14])[CH:10]=[CH:9][C:4]=1[C:5]([OH:7])=[O:6] |f:5.6|. Run at temperature 32.5 celsius, time 2 hour. Procedure: 53 g of methyl 2,4-dimethoxybenzoate was dissolved in 160 mL of ethanol, to which 104 mL of a 5M aqueous solution of sodium hydroxide was added, and this mixture was stirred for 2 hours at 25 to 40° C. Then, chloroform and water were added to the reaction mixture, which was adjusted to pH 2 with 6M hydrochloric acid, and then the organic phase was separated therefrom. After the resultant organic phase was washed with water and a saturated sodium chloride solution successively, the washed phase w... Isolated yield 91.4%. The solvent is C(C)O (ethanol), aqueous solution, [OH-].[Na+] (sodium hydroxide). The solvent is C(C)(=O)OC(COC)C (propylene glycol methyl ether acetate), C(C)(=O)OC(COC)C (propylene glycol methyl ether acetate). The product is C(\C=C/C(=O)O)(=O)O.C=CCCCCCC (maleic acid 1-octene). Procedure details: A solution of 9.8 g of maleic anhydride (0.1 mole) and 11.2 g of 1-octene (0.1 mole) in 30 g of propylene glycol methyl ether acetate was heated under agitation and nitrogen to 95° C. A solution of 2 g of t-butyl peroxy-2-ethylhexanoate in 6 g of propylene glycol methyl ether acetate was then injected into the reaction vessel within half hour via a syringe pump. The reactants were agitated for another 2 hours at 95° C. before being cooled to room temperature. The product was then poured into met... Reaction conditions: temperature 95 celsius, time 2 hour. RXN SMILES: [C:1]1(=[O:7])[O:6][C:4](=[O:5])[CH:3]=[CH:2]1.[CH2:8]=[CH:9][CH2:10][CH2:11][CH2:12][CH2:13][CH2:14][CH3:15].C[OH:17]>C(OC(C)COC)(=O)C>[C:1]([OH:6])(=[O:7])/[CH:2]=[CH:3]\[C:4]([OH:17])=[O:5].[CH2:8]=[CH:9][CH2:10][CH2:11][CH2:12][CH2:13][CH2:14][CH3:15] |f:4.5|. The reactants are t-butyl peroxy-2-ethylhexanoate, CO (methanol), C1(\C=C/C(=O)O1)=O (maleic anhydride), C=CCCCCCC (1-octene). The reactants are ice water, BrC1=CC=C(C=C1)C1=NOC(=C1C(C)=O)C (1-[3-(4-bromo-phenyl)-5-methyl-isoxazol-4-yl]-ethanone), BrBr (bromine). Solvent: C(Cl)(Cl)(Cl)Cl (carbontetrachloride), CC(=O)O (AcOH), C(Cl)(Cl)(Cl)Cl (carbontetrachloride). The product is BrCC(=O)C=1C(=NOC1C)C1=CC=C(C=C1)Br (2-Bromo-1-[3-(4-bromo-phenyl)-5-methyl-isoxazol-4-yl]-ethanone). Yield: 46.7%. Reaction SMILES: [Br:1][C:2]1[CH:7]=[CH:6][C:5]([C:8]2[C:12]([C:13](=[O:15])[CH3:14])=[C:11]([CH3:16])[O:10][N:9]=2)=[CH:4][CH:3]=1.[Br:17]Br>C(Cl)(Cl)(Cl)Cl.CC(O)=O>[Br:17][CH2:14][C:13]([C:12]1[C:8]([C:5]2[CH:4]=[CH:3][C:2]([Br:1])=[CH:7][CH:6]=2)=[N:9][O:10][C:11]=1[CH3:16])=[O:15]. Procedure details: To a solution of 1-[3-(4-bromo-phenyl)-5-methyl-isoxazol-4-yl]-ethanone (2.49 g, 8.89 mmol) in carbontetrachloride (5.8 mL) and AcOH (0.3 mL) at 48° C. was added a solution of bromine (0.48 mL, 8.89 mmol) in carbontetrachloride (4.7 mL) over 10 min keeping the temperature below 50° C. After addition the reaction mixture was allowed to cool down to room temperature and poured into ice-water (20 mL). The layers were separated and the aqueous layer extracted with dichloromethane. The combined organ... Starting materials: CO, O=Cc1ccccc1O, NC1=NN(c2ccccn2)CC1. Product: Oc1ccccc1C=NC1=NN(c2ccccn2)CC1. Reaction SMILES: [CH3:22][OH:23].[CH:13](=[O:14])[c:15]1[cH:16][cH:17][cH:18][cH:19][c:20]1[OH:21].[NH2:1][C:2]1=[N:3][N:4]([c:7]2[n:8][cH:9][cH:10][cH:11][cH:12]2)[CH2:5][CH2:6]1>>[N:1]([C:2]1=[N:3][N:4]([c:7]2[n:8][cH:9][cH:10][cH:11][cH:12]2)[CH2:5][CH2:6]1)=[CH:13][c:15]1[cH:16][cH:17][cH:18][cH:19][c:20]1[OH:21]. Reactants: C(C1=CC=CC=C1)N (benzylamine), C(C)(=O)OC (methyl acetate), [Na] (sodium), CC1=CC(=NC(=C1)C)O (4,6-dimethyl-2-hydroxypyridine). Solvent: CC(=O)N(C)C (dimethyl acetamide). The product is C(C1=CC=CC=C1)NC(C)=O (N-benzyl acetamide). Yield: 84.0%. RXN SMILES: [CH2:1]([NH2:8])[C:2]1[CH:7]=[CH:6][CH:5]=[CH:4][CH:3]=1.[C:9](OC)(=[O:11])[CH3:10].[Na].CC1C=C(C)N=C(O)C=1>CC(N(C)C)=O>[CH2:1]([NH:8][C:9](=[O:11])[CH3:10])[C:2]1[CH:7]=[CH:6][CH:5]=[CH:4][CH:3]=1 |^1:13|. Reported procedure: 2.1 g. of benzylamine, 7.4 g. of methyl acetate and 1.5 g. of the sodium salt of 4,6-dimethyl-2-hydroxypyridine are dissolved in 30 ml. of dimethyl acetamide and heated at about 78° C. for 4.5 hours. As determined by thin layer chromatography, all but a trace of the benzylamine is consumed. 200 ml. of water and 0.9 ml. of concentrated hydrochloric acid are added to the reaction solution, and the solution is extracted three times with 100 ml. of ethyl acetate. The organic layer is washed with 100...